This data is from the Open Reaction Database (ORD), a public repository of structured organic reaction records. The task is: describe an organic reaction: reactants, conditions, products, and yield Reactants: ClC1=C(CCl)C(=CC=C1)Cl (2,6-Dichlorobenzyl chloride), COC([C@@H](NC(=O)OC(C)(C)C)CC1=CC(=C(C=C1)O)O)=O (N-(tert-butoxycarbonyl)-3,4-dihydroxy-L-phenylalanine methyl ester), C(=O)([O-])[O-].[K+].[K+] (K2CO3). The reagents and catalysts are [N+](CCCC)(CCCC)(CCCC)CCCC.[I-] (n-Bu4NI). Run in CN(C)C=O (DMF), O (water). Reaction conditions: time 8 hour. The product is COC([C@@H](NC(=O)OC(C)(C)C)CC1=CC(=C(C=C1)OCC1=C(C=CC=C1Cl)Cl)OCC1=C(C=CC=C1Cl)Cl)=O (N-(tert-butoxycarbonyl)-3,4-bis(2,6-dichlorobenzyloxy)-L-phenylalanine methyl ester). The yield is 71.8%. RXN SMILES: [Cl:1][C:2]1[CH:9]=[CH:8][CH:7]=[C:6]([Cl:10])[C:3]=1[CH2:4]Cl.[CH3:11][O:12][C:13](=[O:32])[C@H:14]([CH2:23][C:24]1[CH:29]=[CH:28][C:27]([OH:30])=[C:26]([OH:31])[CH:25]=1)[NH:15][C:16]([O:18][C:19]([CH3:22])([CH3:21])[CH3:20])=[O:17].C([O-])([O-])=O.[K+].[K+]>[N+](CCCC)(CCCC)(CCCC)CCCC.[I-].CN(C=O)C.O>[CH3:11][O:12][C:13](=[O:32])[C@H:14]([CH2:23][C:24]1[CH:29]=[CH:28][C:27]([O:30][CH2:4][C:3]2[C:2]([Cl:1])=[CH:9][CH:8]=[CH:7][C:6]=2[Cl:10])=[C:26]([O:31][CH2:4][C:3]2[C:2]([Cl:1])=[CH:9][CH:8]=[CH:7][C:6]=2[Cl:10])[CH:25]=1)[NH:15][C:16]([O:18][C:19]([CH3:22])([CH3:20])[CH3:21])=[O:17] |f:2.3.4,5.6|. Procedure details: 2,6-Dichlorobenzyl chloride (1.73 g) was added to a suspension of N-(tert-butoxycarbonyl)-3,4-dihydroxy-L-phenylalanine methyl ester (2.5 g), K2CO3 (2.22 g), and n-Bu4NI (0.297 g) in DMF (15 mL) at room temperature. The mixture was stirred overnight at room temperature, diluted with water and extracted with ether. The extract was dried (MgSO4) and evaporated. The residue was purified by column chromatography (silica gel; eluent: hexanes/CH2Cl2/EtOAc, 5:5:1) to yield N-(tert-butoxycarbonyl)-3,4-b... Starting materials: FC1=C(C=C(C=C1)F)[C@]([C@@H](C)C=1SC=C(N1)C1=CC=C(C#N)C=C1)(CN1N=CN=C1)O (4-{2-[(1R,2R)-2-(2,5-Difluoro-phenyl)-2-hydroxy-1-methyl -3-[1,2,4]triazol-1-yl-propyl]-thiazol-4-yl}-benzonitrile), C(C)(C)(C)OC(=O)C1=C(C=C(C(OC(CN)=O)(C)Br)C=C1C)C (4-tert-butoxycarbonyl-methyl-aminoacetoxy-3,5-dimethyl-benzyl bromide). Solvent: CC#N (CH3CN). The product is [Br-].C(#N)C1=CC=C(C=C1)C=1N=C(SC1)[C@@H]([C@@](CN1N=C[NH+]=C1)(O)C1=C(C=CC(=C1)F)F)C (1-[(2R,3R)-3-[4-(4-cyano-phenyl)-thiazol-2-yl]-2-(2,5-difluoro-phenyl)-2-hydroxy-butyl]-1H-[1,2,4]triazol-4-ium bromide). Isolated yield 133.8%. RXN SMILES: [F:1][C:2]1[CH:7]=[CH:6][C:5]([F:8])=[CH:4][C:3]=1[C@@:9]([OH:31])([CH2:25][N:26]1[CH:30]=[N:29][CH:28]=[N:27]1)[C@H:10]([C:12]1[S:13][CH:14]=[C:15]([C:17]2[CH:24]=[CH:23][C:20]([C:21]#[N:22])=[CH:19][CH:18]=2)[N:16]=1)[CH3:11].C(OC(C1C(C)=CC(C([Br:50])(C)OC(=O)CN)=CC=1C)=O)(C)(C)C>CC#N>[Br-:50].[C:21]([C:20]1[CH:23]=[CH:24][C:17]([C:15]2[N:16]=[C:12]([C@H:10]([CH3:11])[C@:9]([C:3]3[CH:4]=[C:5]([F:8])[CH:6]=[CH:7][C:2]=3[F:1])([OH:31])[CH2:25][N:26]3[CH:30]=[NH+:29][CH:28]=[N:27]3)[S:13][CH:14]=2)=[CH:18][CH:19]=1)#[N:22] |f:3.4|. Reported procedure: A mixture of 22.7 mg of 4-{2-[(1R,2R)-2-(2,5-Difluoro-phenyl)-2-hydroxy-1-methyl -3-[1,2,4]triazol-1-yl-propyl]-thiazol-4-yl}-benzonitrile and 25.0 mg of 4-tert-butoxycarbonyl-methyl-aminoacetoxy-3,5-dimethyl-benzyl bromide in CH3CN(1.5 mL) was refluxed over 15 hrs. The solvent was evaporated in vacuo and the residue was chromatographed on silica gel (Wakogel C-200, solvent:CH2Cl2/MeOH=10/1) to give 4-{4-[(tert-Butoxycarbonyl-methyl-amino)-acetoxy]-3,5 -dimethyl-benzyl)}-1-[(2R,3R)-3-[4-(4-cyano... Reactants: Br, CN(C)C=O, [K+], Nc1cc(O)nc(C2CC2)n1, O, N#C[S-], c1ccncc1. Yields the product N#CSc1c(N)nc(C2CC2)nc1O. RXN SMILES: [Br:16].[CH3:18][N:19]([CH3:20])[CH:21]=[O:22].[K+:12].[NH2:1][c:2]1[cH:3][c:4]([OH:11])[n:5][c:6]([CH:8]2[CH2:9][CH2:10]2)[n:7]1.[OH2:17].[S-:13][C:14]#[N:15].[cH:23]1[cH:24][cH:25][n:26][cH:27][cH:28]1>>[NH2:1][c:2]1[c:3]([S:13][C:14]#[N:15])[c:4]([OH:11])[n:5][c:6]([CH:8]2[CH2:9][CH2:10]2)[n:7]1. Starting materials: ClC1=NC=NC2=CC=C(C=C12)C1=CC=C(C=C1)F (4-chloro-6-(4-fluorophenyl)-quinazoline), C(CC)N (n-propylamine). Yields the product C(CC)NC1=NC=NC2=CC=C(C=C12)C1=CC=C(C=C1)F (4-(N-propylamino)-6-(4-fluorophenyl)-quinazoline). The yield is 83.0%. As a reaction SMILES: Cl[C:2]1[C:11]2[C:6](=[CH:7][CH:8]=[C:9]([C:12]3[CH:17]=[CH:16][C:15]([F:18])=[CH:14][CH:13]=3)[CH:10]=2)[N:5]=[CH:4][N:3]=1.[CH2:19]([NH2:22])[CH2:20][CH3:21]>>[CH2:19]([NH:22][C:2]1[C:11]2[C:6](=[CH:7][CH:8]=[C:9]([C:12]3[CH:17]=[CH:16][C:15]([F:18])=[CH:14][CH:13]=3)[CH:10]=2)[N:5]=[CH:4][N:3]=1)[CH2:20][CH3:21]. Reported procedure: This compound was synthesized from 4-chloro-6-(4-fluorophenyl)-quinazoline and n-propylamine in 83% yield, using the procedure described for example 37, and was characterized by its mass spectrum as follows: MS (m/z): 282 ([M+H]+, 100). Starting materials: NC1=C(C=C(C=C1)N1CCN(CCC1)C(=O)OC(C)(C)C)NS(=O)(=O)C (N-{2-amino-5-(4-t-butyloxycarbonyl-1,4-diazepan-1-yl)-phenyl}methanesulfonamide), C1(=CC=CC2=CC=CC=C12)S(=O)(=O)Cl (1-napthalenesufonylchloride). Product: Cl.N1(CCNCCC1)C1=CC(=C(C=C1)NS(=O)(=O)C1=CC=CC2=CC=CC=C12)NS(=O)(=O)C (N-{4-(1,4-diazepan-1-yl)-2-[(methylsulfonyl)amino]phenyl}-1-naphthalenesulfonamide hydrochloride). RXN SMILES: [NH2:1][C:2]1[CH:7]=[CH:6][C:5]([N:8]2[CH2:14][CH2:13][CH2:12][N:11](C(OC(C)(C)C)=O)[CH2:10][CH2:9]2)=[CH:4][C:3]=1[NH:22][S:23]([CH3:26])(=[O:25])=[O:24].[C:27]1([S:37]([Cl:40])(=[O:39])=[O:38])[C:36]2[C:31](=[CH:32][CH:33]=[CH:34][CH:35]=2)[CH:30]=[CH:29][CH:28]=1>>[ClH:40].[N:8]1([C:5]2[CH:6]=[CH:7][C:2]([NH:1][S:37]([C:27]3[C:36]4[C:31](=[CH:32][CH:33]=[CH:34][CH:35]=4)[CH:30]=[CH:29][CH:28]=3)(=[O:39])=[O:38])=[C:3]([NH:22][S:23]([CH3:26])(=[O:24])=[O:25])[CH:4]=2)[CH2:14][CH2:13][CH2:12][NH:11][CH2:10][CH2:9]1 |f:2.3|. Procedure details: The compound was synthesized from N-{2-amino-5-(4-t-butyloxycarbonyl-1,4-diazepan-1-yl)-phenyl}methanesulfonamide and 1-napthalenesufonylchloride (103 mg, 0.455 mmol) to give before Boc-deprotection 150 mg of a purple solid. M+1 475.1 Calcd 474.14.